From a dataset of the Open Reaction Database (ORD), a public repository of structured organic reaction records. describe an organic reaction: reactants, conditions, products, and yield Reactants: CC1=CC(=O)C=2C=CC=CC2C1=O (menadione), ClC1=CC=C(C=C1)CC(=O)O (4-chlorophenylacetic acid). The product is CC=1C(C2C=CC=CC2C(C1CC1=CC=C(C=C1)Cl)=O)=O (2-Methyl-3-(4-chloro-benzyl)-4a,8a-dihydro-[1,4]naphthoquinone). The yield is 75.0%. RXN SMILES: C[C:2]1[C:12](=[O:13])[C:11]2[CH:10]=[CH:9][CH:8]=[CH:7][C:6]=2[C:4](=[O:5])[CH:3]=1.[Cl:14][C:15]1[CH:20]=[CH:19][C:18]([CH2:21][C:22](O)=O)=[CH:17][CH:16]=1>>[CH3:2][C:3]1[C:4](=[O:5])[CH:6]2[CH:11]([C:12](=[O:13])[C:22]=1[CH2:21][C:18]1[CH:17]=[CH:16][C:15]([Cl:14])=[CH:20][CH:19]=1)[CH:10]=[CH:9][CH:8]=[CH:7]2. Procedure details: As starting materials for the coupling reaction menadione and 4-chlorophenylacetic acid were used. Synthesis is realized according to the general procedure described in general procedure of example 1. After chromatography on silica gel (cyclohexane:ethyl acetate=3:1, UV), 6.46 g (21.8 mmol, 75% yield) of P_TM30 were isolated as yellow solid. The product is N#Cc1nc2ccccc2[nH]1. The reactants are CCOC(C)=O, CCO, ClC(Cl)(Cl)c1nc2ccccc2[nH]1, Cl, N. As a reaction SMILES: [CH3:16][CH2:17][O:18][C:19](=[O:20])[CH3:21].[CH3:22][CH2:23][OH:24].[Cl:1][C:2]([c:3]1[nH:4][c:5]2[c:6]([n:7]1)[cH:8][cH:9][cH:10][cH:11]2)([Cl:12])[Cl:13].[ClH:15].[NH3:14]>>[C:2]([c:3]1[nH:4][c:5]2[c:6]([n:7]1)[cH:8][cH:9][cH:10][cH:11]2)#[N:14].